This data is from the Open Reaction Database (ORD), a public repository of structured organic reaction records. The task is: describe an organic reaction: reactants, conditions, products, and yield The reactants are C(C)(C)N(CC)C(C)C (Diisopropylethylamine), C(C1=CC=CC=C1)OCC1=C(C(=C(C(O1)=O)C)O)C (6-(benzyloxy)methyl-3,5-dimethyl-4-hydroxy-2H-pyran-2-one), COCCl (chloromethyl methyl ether). Solvent: C1CCOC1 (THF). Run at time 1 hour. Product: C(C1=CC=CC=C1)OCC1=C(C(=C(C(O1)=O)C)OCOC)C (6-(benzyloxy)methyl-3,5-dimethyl-4-methoxymethoxy-2H-pyran-2-one). As a reaction SMILES: C(N(C(C)C)CC)(C)C.[CH2:10]([O:17][CH2:18][C:19]1[O:24][C:23](=[O:25])[C:22]([CH3:26])=[C:21]([OH:27])[C:20]=1[CH3:28])[C:11]1[CH:16]=[CH:15][CH:14]=[CH:13][CH:12]=1.[CH3:29][O:30][CH2:31]Cl>C1COCC1>[CH2:10]([O:17][CH2:18][C:19]1[O:24][C:23](=[O:25])[C:22]([CH3:26])=[C:21]([O:27][CH2:29][O:30][CH3:31])[C:20]=1[CH3:28])[C:11]1[CH:16]=[CH:15][CH:14]=[CH:13][CH:12]=1. Reported procedure: Diisopropylethylamine (2.1 ml) was added to a solution of 6-(benzyloxy)methyl-3,5-dimethyl-4-hydroxy-2H-pyran-2-one (2.60 g) in THF (50 ml), and after stirring the mixture at room temperature for one hour, chloromethyl methyl ether (921 μl) was added at 0° C. and the mixture was stirred at room temperature for one hour. After concentrating the reaction solution under reduced pressure, water was added to the residue, extraction was performed with AcOEt, and the organic layer was dried with Na2SO4... Reactants: CC(=O)N1CCN(c2ccc(NC(=O)Cc3ccc(Br)c(C)c3)nc2)CC1, CCCC[Sn](CCCC)(CCCC)c1ccnc(C)c1, CS(C)=O, CN(C)C=O. Product: CC(=O)N1CCN(c2ccc(NC(=O)Cc3ccc(-c4ccnc(C)c4)c(C)c3)nc2)CC1. Reaction SMILES: [C:1]([CH3:2])(=[O:3])[N:4]1[CH2:5][CH2:6][N:7]([c:10]2[cH:11][cH:12][c:13]([NH:16][C:17]([CH2:18][c:19]3[cH:20][c:21]([CH3:26])[c:22]([Br:25])[cH:23][cH:24]3)=[O:27])[n:14][cH:15]2)[CH2:8][CH2:9]1.[CH3:28][c:29]1[n:30][cH:31][cH:32][c:33]([Sn:35]([CH2:36][CH2:37][CH2:38][CH3:39])([CH2:40][CH2:41][CH2:42][CH3:43])[CH2:44][CH2:45][CH2:46][CH3:47])[cH:34]1.[CH3:48][S:49]([CH3:50])=[O:51].[O:52]=[CH:53][N:54]([CH3:55])[CH3:56]>>[C:1]([CH3:2])(=[O:3])[N:4]1[CH2:5][CH2:6][N:7]([c:10]2[cH:11][cH:12][c:13]([NH:16][C:17]([CH2:18][c:19]3[cH:20][c:21]([CH3:26])[c:22](-[c:33]4[cH:32][cH:31][n:30][c:29]([CH3:28])[cH:34]4)[cH:23][cH:24]3)=[O:27])[n:14][cH:15]2)[CH2:8][CH2:9]1. Starting materials: C[C@]12CCCC([C@@H]1CC[C@@]([C@@H]2CC[C@](C)(C=C)O)(C)O)(C)C (sclareol), 130V, O=[O+][O-] (ozone), [OH-].[K+] (KOH), OO (H2O2), S(=S)(=O)([O-])[O-].[Na+].[Na+] (sodium thiosulphate). Run in O (water), CO (methanol). Conditions: time 3 hour. Product: CC1=CC[C@@H]2[C@]3(CCCC([C@@H]3CC[C@]2(O1)C)(C)C)C (sclareol oxide). Yield: 97.0%. RXN SMILES: [CH3:1][C@@:2]12[C@@H:11]([CH2:12][CH2:13][C@@:14]([OH:18])([CH:16]=C)C)[C@@:10](O)([CH3:19])[CH2:9][CH2:8][C@H:7]1[C:6]([CH3:22])([CH3:21])[CH2:5][CH2:4][CH2:3]2.O=[O+][O-].[OH-].[K+].OO.S([O-])([O-])(=O)=S.[Na+].[Na+]>CO.O>[CH3:16][C:14]1[O:18][C@@:2]2([CH3:1])[C@@H:11]([C@:10]3([CH3:19])[C@@H:5]([CH2:4][CH2:3]2)[C:6]([CH3:21])([CH3:22])[CH2:7][CH2:8][CH2:9]3)[CH2:12][CH:13]=1 |f:2.3,5.6.7|. Procedure: 40.6 g of sclareol (0.132 mol) in 300 ml methanol was ozonolysed at 20°-25° C. using a Gebr. Herrmann LAB-50-1 lab ozoniser operating at 130V, with flow rate at 61/hr, under which conditions 0.05 mol/hr of ozone was generated. The reaction was complete in 3 hrs whereafter the reaction mixture was poured into a mixture of 19 g KOH and 38 ml H2O2 in 500 ml of water and stirred for 30 min. The suspension was extracted three times with 100 ml toluene. the organic layer was washed with 100 ml 0.1 mol... The reactants are C(C=C)C1(C2=C(CCC3=C1C=CC=C3)C=CC=C2)C2=CCN(CC2)C (4-[10,11-dihydro-5-(2-propenyl)-5H-dibenzo[a,d]cyclohepten-5-yl]-1-methyl-1,2,5,6-tetrahydropyridine), IC (iodomethane). Run in C(C)O (ethanol). Yields the product [I-].C(C=C)C1(C2=C(CCC3=C1C=CC=C3)C=CC=C2)C2=CC[N+](CC2)(C)C (4-[10,11-dihydro-5-(2-propenyl)-5H-dibenzo[a,d]cyclohepten-5-yl]-1,1-dimethyl-1,2,5,6-tetrahydropyridinium iodide). Yield: 66.0%. RXN SMILES: [CH2:1]([C:4]1([C:19]2[CH2:24][CH2:23][N:22]([CH3:25])[CH2:21][CH:20]=2)[C:10]2[CH:11]=[CH:12][CH:13]=[CH:14][C:9]=2[CH2:8][CH2:7][C:6]2[CH:15]=[CH:16][CH:17]=[CH:18][C:5]1=2)[CH:2]=[CH2:3].[I:26][CH3:27]>C(O)C>[I-:26].[CH2:1]([C:4]1([C:19]2[CH2:24][CH2:23][N+:22]([CH3:27])([CH3:25])[CH2:21][CH:20]=2)[C:5]2[CH:18]=[CH:17][CH:16]=[CH:15][C:6]=2[CH2:7][CH2:8][C:9]2[CH:14]=[CH:13][CH:12]=[CH:11][C:10]1=2)[CH:2]=[CH2:3] |f:3.4|. Procedure details: Dissolved 4-[10,11-dihydro-5-(2-propenyl)-5H-dibenzo[a,d]cyclohepten-5-yl]-1-methyl-1,2,5,6-tetrahydropyridine (0.50 g, 1.5 mmol) in 30 mL of absolute ethanol, and added 1 mL of iodomethane. Refluxed for 1 hour. Cooled to room temperature, and evaporated to a solid. Triturated with ether, and then recrystallized from dichloromethane-ether to give 0.47 g (66% yield) of 4-[10,11-dihydro-5-(2-propenyl)-5H-dibenzo[a,d]cyclohepten-5-yl]-1,1-dimethyl-1,2,5,6-tetrahydropyridinium iodide as a yellow sol... Starting materials: C(C)(C)(C)OC(CN(C1CCC2=CC(=C(C=C12)OC)OC)C([C@@H](N)C)=O)=O (L-Alanyl-N-(5,6-dimethoxyindan-1-yl)glycine tert-butyl ester), C(C)(=O)[O-].[Na+] (sodium acetate), C(C)(=O)O (acetic acid), O=C(C(=O)OCC)CCC1=CC=CC=C1 (ethyl 2-oxo-4-phenyl-butyrate), 3A. Reagents/catalysts: [Ni] (Raney nickel). Solvent: C(C)O (ethanol). The product is C(C)(C)(C)OC(CN(C1CCC2=CC(=C(C=C12)OC)OC)C([C@@H](NC(CCC1=CC=CC=C1)C(=O)OCC)C)=O)=O (N-(1-ethoxycarbonyl-3-phenylpropyl)-L-alanyl-N-(5,6-dimethoxyindan-1-yl)glycine tert-butyl ester). Isolated yield 33.3%. RXN SMILES: [C:1]([O:5][C:6](=[O:27])[CH2:7][N:8]([C:22](=[O:26])[C@H:23]([CH3:25])[NH2:24])[CH:9]1[C:17]2[C:12](=[CH:13][C:14]([O:20][CH3:21])=[C:15]([O:18][CH3:19])[CH:16]=2)[CH2:11][CH2:10]1)([CH3:4])([CH3:3])[CH3:2].C([O-])(=O)C.[Na+].C(O)(=O)C.O=[C:38]([CH2:44][CH2:45][C:46]1[CH:51]=[CH:50][CH:49]=[CH:48][CH:47]=1)[C:39]([O:41][CH2:42][CH3:43])=[O:40]>C(O)C.[Ni]>[C:1]([O:5][C:6](=[O:27])[CH2:7][N:8]([C:22](=[O:26])[C@H:23]([CH3:25])[NH:24][CH:38]([C:39]([O:41][CH2:42][CH3:43])=[O:40])[CH2:44][CH2:45][C:46]1[CH:47]=[CH:48][CH:49]=[CH:50][CH:51]=1)[CH:9]1[C:17]2[C:12](=[CH:13][C:14]([O:20][CH3:21])=[C:15]([O:18][CH3:19])[CH:16]=2)[CH2:11][CH2:10]1)([CH3:2])([CH3:4])[CH3:3] |f:1.2|. Procedure: L-Alanyl-N-(5,6-dimethoxyindan-1-yl)glycine tert-butyl ester (4.0 g) is dissolved in 80 ml of ethanol, and 0.77 g of sodium acetate, 4.0 g of acetic acid, 4.0 g of ethyl 2-oxo-4-phenyl-butyrate, 12 g of molecular sieve 3A and 6.0 g of Raney nickel are added. Thereafter, the reaction and treatment are carried out as in Example 2 to give 2.0 g of N-(1-ethoxycarbonyl-3-phenylpropyl)-L-alanyl-N-(5,6-dimethoxyindan-1-yl)glycine tert-butyl ester as slightly yellow oil. RXN SMILES: [CH:1]([NH2:4])([CH3:3])[CH3:2].C[Al](C)C.C([O:11][C:12]([C:14]1[CH:19]=[CH:18][C:17]([O:20][CH2:21][C:22]2[C:23]([C:28]3[CH:33]=[CH:32][CH:31]=[CH:30][CH:29]=3)=[N:24][O:25][C:26]=2[CH3:27])=[CH:16][N:15]=1)=O)C.[C@H](O)(C([O-])=O)[C@@H](O)C([O-])=O.[Na+].[K+]>O1CCOCC1.O>[CH:1]([NH:4][C:12]([C:14]1[CH:19]=[CH:18][C:17]([O:20][CH2:21][C:22]2[C:23]([C:28]3[CH:33]=[CH:32][CH:31]=[CH:30][CH:29]=3)=[N:24][O:25][C:26]=2[CH3:27])=[CH:16][N:15]=1)=[O:11])([CH3:3])[CH3:2] |f:3.4.5|. Yields the product C(C)(C)NC(=O)C1=NC=C(C=C1)OCC=1C(=NOC1C)C1=CC=CC=C1 (5-(5-Methyl-3-phenyl-isoxazol-4-ylmethoxy)-pyridine-2-carboxylic acid isopropylamide). Solvent: O1CCOCC1 (dioxane), O1CCOCC1 (dioxane), O (water). Conditions: time 30 minute. Reactants: C(C)(C)N (isopropylamine), C[Al](C)C (trimethylaluminium), C(C)OC(=O)C1=NC=C(C=C1)OCC=1C(=NOC1C)C1=CC=CC=C1 (5-(5-methyl-3-phenyl-isoxazol-4-ylmethoxy)-pyridine-2-carboxylic acid ethyl ester), [C@@H]([C@H](C(=O)[O-])O)(C(=O)[O-])O.[Na+].[K+] (Seignette salt). The yield is 95.8%. Reported procedure: To a stirred solution of isopropylamine (98 mg, 1.66 mmol) in dioxane (3 mL) was added dropwise a trimethylaluminium (0.83 mL, 2 M solution in toluene, 1.66 mmol) and the resulting solution stirred under argon for 30 min. A solution of 5-(5-methyl-3-phenyl-isoxazol-4-ylmethoxy)-pyridine-2-carboxylic acid ethyl ester (140 mg, 0.41 mmol) in dioxane (3 mL) was then added and the resulting solution stirred under argon for a further 20 h at 85° C. The reaction mixture was cooled and Seignette salt so... Reactants: CCOC(=O)CC(=O)CCl, CCOC(=O)Cc1csc2cc(OCc3sc(-c4ccc(C(F)(F)F)cc4)nc3C)cc(C)c12, COc1cc(C)cc(S)c1. Yields the product Cc1nc(-c2ccc(C(F)(F)F)cc2)sc1COc1cc(C)c2c(CC(=O)O)csc2c1. RXN SMILES: [CH2:11]([O:12][C:13](=[O:14])[CH2:15][C:16](=[O:17])[CH2:18][Cl:19])[CH3:20].[CH2:21]([CH3:22])[O:23][C:24]([CH2:25][c:26]1[c:27]2[c:28]([s:29][cH:30]1)[cH:31][c:32]([O:36][CH2:37][c:38]1[c:39]([CH3:53])[n:40][c:41](-[c:43]3[cH:44][cH:45][c:46]([C:49]([F:50])([F:51])[F:52])[cH:47][cH:48]3)[s:42]1)[cH:33][c:34]2[CH3:35])=[O:54].[CH3:1][O:2][c:3]1[cH:4][c:5]([SH:6])[cH:7][c:8]([CH3:9])[cH:10]1>>[O:23]=[C:24]([CH2:25][c:26]1[c:27]2[c:28]([s:29][cH:30]1)[cH:31][c:32]([O:36][CH2:37][c:38]1[c:39]([CH3:53])[n:40][c:41](-[c:43]3[cH:44][cH:45][c:46]([C:49]([F:50])([F:51])[F:52])[cH:47][cH:48]3)[s:42]1)[cH:33][c:34]2[CH3:35])[OH:54]. Starting materials: [O-]S(=O)(=S)[O-].[Na+].[Na+] (Na2S2O3), CCOC(=O)C (EtOAc), ice, FC1=CC(=C(C=C1)C1=C(C=NC(=C1)C)N(C(C1=CC(=CC(=C1)C(F)(F)F)SC1COC1)=O)C)OC (N-[4-(4-Fluoro-2-methoxy-phenyl)-6-methyl-pyridin-3-yl]-N-methyl-3-(oxetan-3-ylsulfanyl)-5-trifluoromethyl-benzamide), OOS(=O)[O-].[K+] (Oxone). The solvent is CO (MeOH), O (water). Run at time 2.5 hour. The product is FC1=CC(=C(C=C1)C1=C(C=NC(=C1)C)N(C(C1=CC(=CC(=C1)C(F)(F)F)S(=O)(=O)C1COC1)=O)C)OC (N-[4-(4-Fluoro-2-methoxy-phenyl)-6-methyl-pyridin-3-yl]-N-methyl-3-(oxetane-3-sulfonyl)-5-trifluoromethyl-benzamide). Reaction SMILES: [F:1][C:2]1[CH:7]=[CH:6][C:5]([C:8]2[CH:13]=[C:12]([CH3:14])[N:11]=[CH:10][C:9]=2[N:15]([CH3:33])[C:16](=[O:32])[C:17]2[CH:22]=[C:21]([C:23]([F:26])([F:25])[F:24])[CH:20]=[C:19](SC3COC3)[CH:18]=2)=[C:4]([O:34][CH3:35])[CH:3]=1.O[O:37][S:38]([O-:40])=O.[K+].[O-]S([O-])(=S)=O.[Na+].[Na+].C[CH2:50][O:51][C:52]([CH3:54])=O>CO.O>[F:1][C:2]1[CH:7]=[CH:6][C:5]([C:8]2[CH:13]=[C:12]([CH3:14])[N:11]=[CH:10][C:9]=2[N:15]([CH3:33])[C:16](=[O:32])[C:17]2[CH:22]=[C:21]([C:23]([F:25])([F:24])[F:26])[CH:20]=[C:19]([S:38]([CH:54]3[CH2:50][O:51][CH2:52]3)(=[O:40])=[O:37])[CH:18]=2)=[C:4]([O:34][CH3:35])[CH:3]=1 |f:1.2,3.4.5|. Reported procedure: To an ice-cold solution of N-(4-(4-fluoro-2-methoxyphenyl)-6-methylpyridin-3-yl)-N-methyl-3-(oxetan-3-ylthio)-5-(trifluoromethyl)benzamide (0.045 g, 88.8 μmol, example 310) in MeOH (2 mL) and water (0.5 mL) was added Oxone® (137 mg, 222 μmol) and stirring was continued at room temperature for 2.5 hours. The reaction mixture was poured on 10% aqueous Na2S2O3 solution and EtOAc and the layers were separated. The aqueous layer was saturated with sodium chloride, extracted three times with EtOAc. Th... Starting materials: BrC1=CC=2N(C=C1)C(=CN2)C(=O)NC2=C1C(=NN(C1=CC=C2)CC2=NC(=CC=C2)C)CC (7-bromo-N-(3-ethyl-1-((6-methylpyridin-2-yl)methyl)-1H-indazol-4-yl) imidazo[1,2-a]pyridine-3-carboxamide), O1C(=CC=C1)P(C=1OC=CC1)C=1OC=CC1 (trifuran-2-ylphosphine), CN1C(=NC=C1)C (1,2-dimethyl-1H-imidazole), C(=O)([O-])[O-].[K+].[K+] (K2CO3). Reagents/catalysts: C(C)(=O)[O-].C(C)(=O)[O-].[Pd+2] (palladium diacetate). Run in CN(C)C=O (DMF). Reaction conditions: temperature 140 celsius. Product: CN1C(=NC=C1C1=CC=2N(C=C1)C(=CN2)C(=O)NC2=C1C(=NN(C1=CC=C2)CC2=NC(=CC=C2)C)CC)C (7-(1,2-dimethyl-1H-imidazol-5-yl)-N-(3-ethyl-1-((6-methylpyridin-2-yl)methyl)-1H-indazol-4-yl)imidazo[1,2-a]pyridine-3-carboxamide). Isolated yield 15.0%. RXN SMILES: Br[C:2]1[CH:7]=[CH:6][N:5]2[C:8]([C:11]([NH:13][C:14]3[CH:22]=[CH:21][CH:20]=[C:19]4[C:15]=3[C:16]([CH2:31][CH3:32])=[N:17][N:18]4[CH2:23][C:24]3[CH:29]=[CH:28][CH:27]=[C:26]([CH3:30])[N:25]=3)=[O:12])=[CH:9][N:10]=[C:4]2[CH:3]=1.O1C=CC=C1P(C1OC=CC=1)C1OC=CC=1.[CH3:49][N:50]1[CH:54]=[CH:53][N:52]=[C:51]1[CH3:55].C([O-])([O-])=O.[K+].[K+]>CN(C=O)C.C([O-])(=O)C.C([O-])(=O)C.[Pd+2]>[CH3:49][N:50]1[C:54]([C:2]2[CH:7]=[CH:6][N:5]3[C:8]([C:11]([NH:13][C:14]4[CH:22]=[CH:21][CH:20]=[C:19]5[C:15]=4[C:16]([CH2:31][CH3:32])=[N:17][N:18]5[CH2:23][C:24]4[CH:29]=[CH:28][CH:27]=[C:26]([CH3:30])[N:25]=4)=[O:12])=[CH:9][N:10]=[C:4]3[CH:3]=2)=[CH:53][N:52]=[C:51]1[CH3:55] |f:3.4.5,7.8.9|. Reported procedure: To 7-bromo-N-(3-ethyl-1-((6-methylpyridin-2-yl)methyl)-1H-indazol-4-yl) imidazo[1,2-a]pyridine-3-carboxamide (prepared as in Example 127, Step A; 129 mg, 0.264 mmol) in DMF (4 mL) was added trifuran-2-ylphosphine (12.2 mg, 0.0527 mmol), 1,2-dimethyl-1H-imidazole (50.7 mg, 0.527 mmol), palladium diacetate (5.92 mg, 0.0264 mmol) and K2CO3 (72.9 mg, 0.527 mmol). The reaction mixture was purged with argon, sealed and heated to 140° C. for 3 hours. The mixture was cooled to ambient temperature, dilut... Starting materials: CCOC(=O)c1sc(SC)c2c1CCCC2=O, CN(C)C=O, ClC(Cl)Cl, O, O=P(Cl)(Cl)Cl. The product is CCOC(=O)c1sc(SC)c2c1CCC(C=O)=C2Cl. Reaction SMILES: [CH3:1][S:2][c:3]1[c:4]2[c:5]([c:6]([C:8](=[O:9])[O:10][CH2:11][CH3:12])[s:7]1)[CH2:13][CH2:14][CH2:15][C:16]2=[O:17].[CH3:28][N:29]([CH3:30])[CH:31]=[O:32].[CH:24]([Cl:25])([Cl:26])[Cl:27].[OH2:23].[P:18]([Cl:19])([Cl:20])([Cl:21])=[O:22]>>[CH3:1][S:2][c:3]1[c:4]2[c:5]([c:6]([C:8](=[O:9])[O:10][CH2:11][CH3:12])[s:7]1)[CH2:13][CH2:14][C:15]([CH:16]=[O:17])=[C:24]2[Cl:27].